From a dataset of the Open Reaction Database (ORD), a public repository of structured organic reaction records. describe an organic reaction: reactants, conditions, products, and yield The reactants are Cl (hydrogen chloride), C(C)(C)(C)OC(=O)N1[C@H](C[C@H](C1)OCC(C(C)(C)O)O)[C@@H]1[C@@H](N(C(O1)(C)C)C(C)=O)CC1=CC(=CC(=C1)F)F ((2R,4R)-2-[(4S,5S)-3-acetyl-4-(3,5-difluoro-benzyl)-2,2-dimethyl-oxazolidin-5-yl]-4-(2,3-dihydroxy-3-methyl-butoxy)-pyrrolidine-1-carboxylic acid tert-butyl ester). Run in O1CCOCC1 (dioxane). Conditions: time 4 hour. Product: Cl.FC=1C=C(C[C@@H]([C@H](O)[C@@H]2NC[C@@H](C2)OCC(C(C)(C)O)O)NC(C)=O)C=C(C1)F (N-{(1S,2R)-1-(3,5-Difluoro-benzyl)-2-[(2R,4R)-4-(2,3-dihydroxy-3-methyl-butoxy)-pyrrolidin-2-yl]-2-hydroxy-ethyl}-acetamide hydrochloride). Isolated yield 100.0%. As a reaction SMILES: [ClH:1].C(OC([N:9]1[CH2:13][C@H:12]([O:14][CH2:15][CH:16]([OH:21])[C:17]([OH:20])([CH3:19])[CH3:18])[CH2:11][C@@H:10]1[C@H:22]1[O:26]C(C)(C)[N:24]([C:29](=[O:31])[CH3:30])[C@H:23]1[CH2:32][C:33]1[CH:38]=[C:37]([F:39])[CH:36]=[C:35]([F:40])[CH:34]=1)=O)(C)(C)C>O1CCOCC1>[ClH:1].[F:39][C:37]1[CH:38]=[C:33]([CH:34]=[C:35]([F:40])[CH:36]=1)[CH2:32][C@H:23]([NH:24][C:29](=[O:31])[CH3:30])[C@@H:22]([C@H:10]1[CH2:11][C@@H:12]([O:14][CH2:15][CH:16]([OH:21])[C:17]([OH:20])([CH3:19])[CH3:18])[CH2:13][NH:9]1)[OH:26] |f:3.4|. Procedure: Add 4M hydrogen chloride in dioxane (5 mL) to (2R,4R)-2-[(4S,5S)-3-acetyl-4-(3,5-difluoro-benzyl)-2,2-dimethyl-oxazolidin-5-yl]-4-(2,3-dihydroxy-3-methyl-butoxy)-pyrrolidine-1-carboxylic acid tert-butyl ester (0.07 g, 0.126 mmol). Stir 4 hours and evaporate to give the title compound as a foam (0.062 g, 100%). The reactants are CCCCCCCCCCCC(=O)OCC1=CC(O)OC1=O, CC(=O)OC(C)=O, c1ccncc1. Yields the product CCCCCCCCCCCC(=O)OCC1=CC(OC(C)=O)OC1=O. RXN SMILES: [C:1]([CH2:2][CH2:3][CH2:4][CH2:5][CH2:6][CH2:7][CH2:8][CH2:9][CH2:10][CH2:11][CH3:12])(=[O:13])[O:14][CH2:15][C:16]1=[CH:20][CH:19]([OH:21])[O:18][C:17]1=[O:22].[CH3:23][C:24](=[O:25])[O:26][C:27](=[O:28])[CH3:29].[cH:30]1[cH:31][cH:32][n:33][cH:34][cH:35]1>>[C:1]([CH2:2][CH2:3][CH2:4][CH2:5][CH2:6][CH2:7][CH2:8][CH2:9][CH2:10][CH2:11][CH3:12])(=[O:13])[O:14][CH2:15][C:16]1=[CH:20][CH:19]([O:21][C:24]([CH3:23])=[O:25])[O:18][C:17]1=[O:22].